From a dataset of the Open Reaction Database (ORD), a public repository of structured organic reaction records. describe an organic reaction: reactants, conditions, products, and yield Reactants: IC1=NC=2C3=C(CCC2C=N1)C(=NN3C)C(=O)N (8-iodo-1-methyl-4,5-dihydro-1H-pyrazolo[4,3-h]quinazoline-3-carboxamide), CN1CCC(CC1)N (1-methylpiperidin-4-amine). Yields the product CN1N=C(C=2CCC=3C=NC(=NC3C21)NC2CCN(CC2)C)C(=O)N (1-methyl-8-[(1-methylpiperidin-4-yl)amino]-4,5-dihydro-1H-pyrazolo[4,3-h]quinazoline-3-carboxamide). The yield is 0.0%. Reaction SMILES: I[C:2]1[N:11]=[CH:10][C:9]2[CH2:8][CH2:7][C:6]3[C:12]([C:16]([NH2:18])=[O:17])=[N:13][N:14]([CH3:15])[C:5]=3[C:4]=2[N:3]=1.[CH3:19][N:20]1[CH2:25][CH2:24][CH:23]([NH2:26])[CH2:22][CH2:21]1>>[CH3:15][N:14]1[C:5]2[C:4]3[N:3]=[C:2]([NH:26][CH:23]4[CH2:24][CH2:25][N:20]([CH3:19])[CH2:21][CH2:22]4)[N:11]=[CH:10][C:9]=3[CH2:8][CH2:7][C:6]=2[C:12]([C:16]([NH2:18])=[O:17])=[N:13]1. Reported procedure: 8-iodo-1-methyl-4,5-dihydro-1H-pyrazolo[4,3-h]quinazoline-3-carboxamide (0.10 g, 0.28 mmol) and 1-methylpiperidin-4-amine (0.19 g, 1.7 mmol) were heated at 80° C. under nitrogen for 3 hours. The mixture was concentrated under reduced pressure and the residue was purified by chromatography on a silica gel column (eluant: dichloromethane/ethanol/ammonium hydroxide 90/10/1) to give 0.047 mg of 1-methyl-8-[(1-methylpiperidin-4-yl)amino]-4,5-dihydro-1H-pyrazolo[4,3-h]quinazoline-3-carboxamide (50% yi... The reactants are COc1ccc(P2(=S)SP(=S)(c3ccc(OC)cc3)S2)cc1, Cc1ccccc1, CCOC(C)=O, CC(NC(=O)C1CCCN1C(=O)OC(C)(C)C)c1ccc(Cl)cc1. The product is CC(NC(=S)C1CCCN1C(=O)OC(C)(C)C)c1ccc(Cl)cc1. RXN SMILES: [CH3:25][O:26][c:27]1[cH:28][cH:29][c:30]([P:31]2(=[S:34])[S:32][P:33]([c:35]3[cH:36][cH:37][c:38]([O:39][CH3:40])[cH:41][cH:42]3)(=[S:43])[S:44]2)[cH:45][cH:46]1.[CH3:47][c:48]1[cH:49][cH:50][cH:51][cH:52][cH:53]1.[CH3:54][CH2:55][O:56][C:57]([CH3:58])=[O:59].[Cl:1][c:2]1[cH:3][cH:4][c:5]([CH:8]([CH3:9])[NH:10][C:11](=[O:12])[CH:13]2[N:14]([C:18](=[O:19])[O:20][C:21]([CH3:22])([CH3:23])[CH3:24])[CH2:15][CH2:16][CH2:17]2)[cH:6][cH:7]1>>[Cl:1][c:2]1[cH:3][cH:4][c:5]([CH:8]([CH3:9])[NH:10][C:11]([CH:13]2[N:14]([C:18](=[O:19])[O:20][C:21]([CH3:22])([CH3:23])[CH3:24])[CH2:15][CH2:16][CH2:17]2)=[S:34])[cH:6][cH:7]1. Reactants: NCC1CCN(CC1)C=1C2=C(N=C(N1)NC1=CC=C(C=C1)N1CCN(CC1)C(C)=O)N(C=C2)S(=O)(=O)C2=CC=C(C)C=C2 (1-(4-(4-(4-(4-(aminomethyl)piperidin-1-yl)-7-tosyl-7H-pyrrolo[2,3-d]pyrimidin-2-ylamino)phenyl)piperazin-1-yl)ethanone), [OH-].[K+] (KOH). The solvent is CO (MeOH). Conditions: temperature 60 celsius, time 3 hour. Product: NCC1CCN(CC1)C=1C2=C(N=C(N1)NC1=CC=C(C=C1)N1CCNCC1)NC=C2 (4-(4-(aminomethyl)piperidin-1-yl)-N-(4-(piperazin-1-yl)phenyl)-7H-pyrrolo[2,3-d]pyrimidin-2-amine), NCC1CCN(CC1)C=1C2=C(N=C(N1)NC1=CC=C(C=C1)N1CCN(CC1)C(C)=O)NC=C2 (1-(4-(4-(4-(4-(aminomethyl)piperidin-1-yl)-7H-pyrrolo[2,3-d]pyrimidin-2-ylamino)phenyl)piperazin-1-yl)ethanone). As a reaction SMILES: [NH2:1][CH2:2][CH:3]1[CH2:8][CH2:7][N:6]([C:9]2[C:10]3[CH:33]=[CH:32][N:31](S(C4C=CC(C)=CC=4)(=O)=O)[C:11]=3[N:12]=[C:13]([NH:15][C:16]3[CH:21]=[CH:20][C:19]([N:22]4[CH2:27][CH2:26][N:25]([C:28](=[O:30])[CH3:29])[CH2:24][CH2:23]4)=[CH:18][CH:17]=3)[N:14]=2)[CH2:5][CH2:4]1.[OH-].[K+]>CO>[NH2:1][CH2:2][CH:3]1[CH2:8][CH2:7][N:6]([C:9]2[C:10]3[CH:33]=[CH:32][NH:31][C:11]=3[N:12]=[C:13]([NH:15][C:16]3[CH:17]=[CH:18][C:19]([N:22]4[CH2:27][CH2:26][NH:25][CH2:24][CH2:23]4)=[CH:20][CH:21]=3)[N:14]=2)[CH2:5][CH2:4]1.[NH2:1][CH2:2][CH:3]1[CH2:8][CH2:7][N:6]([C:9]2[C:10]3[CH:33]=[CH:32][NH:31][C:11]=3[N:12]=[C:13]([NH:15][C:16]3[CH:17]=[CH:18][C:19]([N:22]4[CH2:23][CH2:24][N:25]([C:28](=[O:30])[CH3:29])[CH2:26][CH2:27]4)=[CH:20][CH:21]=3)[N:14]=2)[CH2:5][CH2:4]1 |f:1.2|. Procedure details: To a solution of 1-(4-(4-(4-(4-(aminomethyl)piperidin-1-yl)-7-tosyl-7H-pyrrolo[2,3-d]pyrimidin-2-ylamino)phenyl)piperazin-1-yl)ethanone (60 mg, 0.10 mmol) in MeOH (3 mL), aq. 1N KOH (1 mL) was added. It was stirred at 60° C. for 3 h. After being concentrated in vacuo, the residue was acidified with HOAc (1 mL). The mixture was then purified by HPLC to give 4-(4-(aminomethyl)piperidin-1-yl)-N-(4-(piperazin-1-yl)phenyl)-7H-pyrrolo[2,3-d]pyrimidin-2-amine (3 mg) (MS 407.5 (M+H); UV 202.6, 269.9 nm)... Reaction conditions: time 8 hour. Run in C(C)O (ethanol). The product is ClC1=CC=C(C=C1)C1CCC(C2=CC(=CC=C12)OCC(CN(C)C)O)=O (4-(4-chlorophenyl)-7-(2-hydroxy-3-dimethylaminopropoxy)-1-tetralone). RXN SMILES: [Cl:1][C:2]1[CH:7]=[CH:6][C:5]([CH:8]2[C:17]3[C:12](=[CH:13][C:14]([O:18][CH2:19][CH:20]4[O:22][CH2:21]4)=[CH:15][CH:16]=3)[C:11](=[O:23])[C:10](C)(C)[CH2:9]2)=[CH:4][CH:3]=1.[CH3:26][NH:27][CH3:28].C(O)C>C(O)C>[Cl:1][C:2]1[CH:7]=[CH:6][C:5]([CH:8]2[C:17]3[C:12](=[CH:13][C:14]([O:18][CH2:19][CH:20]([OH:22])[CH2:21][N:27]([CH3:28])[CH3:26])=[CH:15][CH:16]=3)[C:11](=[O:23])[CH2:10][CH2:9]2)=[CH:4][CH:3]=1 |f:1.2|. Reported procedure: To a solution of 4-(4-chlorophenyl)-7-(2,3-epoxypropoxy)-2,2-dimethyl-1-tetralone (4.0 g) in ethanol (40 ml) was added to 40% ethanol dimethylamine solution (20 ml), and the mixture left to stand overnight. The solvent was removed and the residue shaken with ether-dilute hydrochloric acid. The aqueous layer was separated, basified, extracted with ether, and the extract dried (MgSO4). Evaporation gave 4-(4-chlorophenyl)-7-(2-hydroxy-3-dimethylaminopropoxy)-1-tetralone (3.2 g, 71%) as a gummy soli... The reactants are ClC1=CC=C(C=C1)C1CC(C(C2=CC(=CC=C12)OCC1CO1)=O)(C)C (4-(4-chlorophenyl)-7-(2,3-epoxypropoxy)-2,2-dimethyl-1-tetralone), CNC.C(C)O (ethanol dimethylamine). The yield is 71.0%. RXN SMILES: [CH2:1]([CH2:2][c:3]1[cH:4][cH:5][cH:6][cH:7][cH:8]1)[NH:9][CH2:10][c:11]1[cH:12][cH:13][c:14]([O:16][c:17]2[cH:18][cH:19][c:20]([C:21]#[N:22])[cH:23][cH:24]2)[s:15]1.[CH3:33][S:34]([CH3:35])=[O:36].[K+:25].[K+:26].[O-:27][C:28]([O-:29])=[O:30].[OH:31][OH:32]>>[CH2:1]([CH2:2][c:3]1[cH:4][cH:5][cH:6][cH:7][cH:8]1)[NH:9][CH2:10][c:11]1[cH:12][cH:13][c:14]([O:16][c:17]2[cH:18][cH:19][c:20]([C:21]([NH2:22])=[O:27])[cH:23][cH:24]2)[s:15]1. Yields the product NC(=O)c1ccc(Oc2ccc(CNCCc3ccccc3)s2)cc1. Reactants: N#Cc1ccc(Oc2ccc(CNCCc3ccccc3)s2)cc1, CS(C)=O, [K+], [K+], O=C([O-])[O-], OO. The reactants are C[Si](C)(C)[N-][Si](C)(C)C.[Li+] (lithium bis(trimethylsilyl)amide), NC=1SC=CN1 (2-aminothiazole), ClC1=CC=NC2=CC(=C(C=C12)F)S(=O)(=O)OC1=C(C(=C(C(=C1F)F)F)F)F (perfluorophenyl 4-chloro-6-fluoroquinoline-7-sulfonate). Run in O1CCCC1 (tetrahydrofuran), [Cl-].[NH4+] (ammonium chloride), C1CCOC1 (THF). Reaction conditions: temperature -78 celsius, time 20 minute. Yields the product ClC1=CC=NC2=CC(=C(C=C12)F)S(=O)(=O)NC=1SC=CN1 (4-CHLORO-6-FLUORO-N-(THIAZOL-2-YL)QUINOLINE-7-SULFONAMIDE). Reaction SMILES: [NH2:1][C:2]1[S:3][CH:4]=[CH:5][N:6]=1.[Cl:7][C:8]1[C:17]2[C:12](=[CH:13][C:14]([S:19](OC3C(F)=C(F)C(F)=C(F)C=3F)(=[O:21])=[O:20])=[C:15]([F:18])[CH:16]=2)[N:11]=[CH:10][CH:9]=1.C[Si]([N-][Si](C)(C)C)(C)C.[Li+]>C1COCC1.[Cl-].[NH4+]>[Cl:7][C:8]1[C:17]2[C:12](=[CH:13][C:14]([S:19]([NH:1][C:2]3[S:3][CH:4]=[CH:5][N:6]=3)(=[O:21])=[O:20])=[C:15]([F:18])[CH:16]=2)[N:11]=[CH:10][CH:9]=1 |f:2.3,5.6|. Procedure details: A flask containing a solution of 2-aminothiazole (0.039 g, 0.386 mmol) and perfluorophenyl 4-chloro-6-fluoroquinoline-7-sulfonate (0.150 g, 0.351 mmol) in THF (1.754 ml) was cooled to −78° C. for 10 minutes, and then lithium bis(trimethylsilyl)amide, 1.0 m solution in tetrahydrofuran (0.701 ml, 0.701 mmol) was added drop wise (conversion from colorless solution to yellow-orange). After 20 minutes, the reaction was diluted with sat. aq ammonium chloride solution, and was extracted with DCM:MeOH (... Reactants: [Mg] (magnesium), resultant mixture, C[Sn](Cl)(Cl)Cl (methyltin trichloride), C1=CC=CC=C1 (benzene), ClCCC(C)(C)C (1-chloro-3,3-dimethylbutane), CC(CC[Mg]Cl)(C)C (3,3-dimethylbutylmagnesium chloride), C(CC(O)(C(=O)O)CC(=O)O)(=O)O (citric acid). Reagents/catalysts: C(CBr)Br (ethylene dibromide). The solvent is O1CCCC1 (tetrahydrofuran), O1CCCC1 (tetrahydrofuran), O (water). Conditions: temperature 40 celsius, time 1 hour. Yields the product C[Sn](CCC(C)(C)C)(CCC(C)(C)C)CCC(C)(C)C (methyl tris(3,3-dimethylbutyl)tin). Yield: 56.0%. As a reaction SMILES: [Mg].Cl[CH2:3][CH2:4][C:5]([CH3:8])([CH3:7])[CH3:6].[CH3:9][C:10]([CH3:16])([CH3:15])[CH2:11][CH2:12][Mg]Cl.[CH3:17][Sn:18](Cl)(Cl)Cl.C(O)(=O)[CH2:23][C:24]([CH2:29][C:30](O)=O)([C:26](O)=O)O.[CH:35]1C=CC=CC=1>C(Br)CBr.O.O1CCCC1>[CH3:17][Sn:18]([CH2:30][CH2:29][C:24]([CH3:35])([CH3:26])[CH3:23])([CH2:12][CH2:11][C:10]([CH3:16])([CH3:15])[CH3:9])[CH2:3][CH2:4][C:5]([CH3:8])([CH3:7])[CH3:6]. Reported procedure: A reaction vessel was charged with 12.16 g. (0.5 g.atom) of magnesium chips and 15 c.c. of a solution containing 60.3 g. (0.5 mole) 1-chloro-3,3-dimethylbutane dissolved in 200 c.c. of tetrahydrofuran. A nitrogen atmosphere was established within the vessel. The reaction was initiated by the addition of a few drops of ethylene dibromide, whereupon the remaining portion of the aforementioned tetrahydrofuran solution was added over a period of 1.5 hours. External heating was applied to maintain th... Starting materials: Compounds 326, 327, FC1(CC12CC(C2)(C(=O)O)C)F (1,1-Difluoro-5-methylspiro[2.3]hexane-5-carboxylic acid), TEA, C=1C=CC(=CC1)P(=O)(C=2C=CC=CC2)N=[N+]=[N-] (DPPA), ClC=1C=C(C=CC1F)C1=NN2C(CNCC2)=C1C(=O)N (2-(3-Chloro-4-fluorophenyl)-4,5,6,7-tetrahydropyrazolo[1,5-a]pyrazine-3-carboxamide), C1CCOC1 (THF). The solvent is C1(=CC=CC=C1)C (toluene). Reaction conditions: temperature 90 celsius, time 2 hour. Product: ClC=1C=C(C=CC1F)C1=NN2C(CN(CC2)C(=O)NC2(CC3(CC3(F)F)C2)C)=C1C(=O)N (2-(3-Chloro-4-fluorophenyl)-N5-(1,1-difluoro-5-methylspiro[2.3]hexan-5-yl)-6,7-dihydropyrazolo[1,5-a]pyrazine-3,5(4H)-dicarboxamide). RXN SMILES: [F:1][C:2]1([F:12])[C:4]2([CH2:7][C:6]([CH3:11])(C(O)=O)[CH2:5]2)[CH2:3]1.C1C=CC(P([N:27]=[N+]=[N-])(C2C=CC=CC=2)=O)=CC=1.[Cl:30][C:31]1[CH:32]=[C:33]([C:38]2[C:46]([C:47]([NH2:49])=[O:48])=[C:41]3[CH2:42][NH:43][CH2:44][CH2:45][N:40]3[N:39]=2)[CH:34]=[CH:35][C:36]=1[F:37].C1[CH2:54][O:53]CC1>C1(C)C=CC=CC=1>[Cl:30][C:31]1[CH:32]=[C:33]([C:38]2[C:46]([C:47]([NH2:49])=[O:48])=[C:41]3[CH2:42][N:43]([C:54]([NH:27][C:6]4([CH3:11])[CH2:5][C:4]5([C:2]([F:1])([F:12])[CH2:3]5)[CH2:7]4)=[O:53])[CH2:44][CH2:45][N:40]3[N:39]=2)[CH:34]=[CH:35][C:36]=1[F:37]. Procedure: To a solution of Intermediate 326B (90 mg, 0.509 mmol), TEA (0.142 mL, 1.018 mmol) in toluene (10 mL) was added DPPA (0.110 mL, 0.509 mmol) and the reaction mixture was stirred at 90° C. for 2 h. The reaction mixture was cooled to RT and to it was added a solution of Intermediate 185B (100 mg, 0.339 mmol) in THF (3 mL) and stirred at RT for 4 h. The reaction mixture was quenched with water and the aq. layer was extracted with ethyl acetate (3×5 mL). The combined organic layers were washed with a... Reactants: OCCCN1C(NC2=CC=CC=C2C1=O)=S (3-(3-hydroxypropyl)-2-thioxo-2,3-dihydroquinazoline-4(1H)-one), O (water), Formula VI, C(C)(=O)O (acetic acid), S(O)(O)(=O)=O (sulfuric acid). Run at time 15 hour. Yields the product SCCCN1C(NC2=CC=CC=C2C1=O)=O (3-(3-Mercapto-propyl)-quinazoline-2,4(1H,3H)-dione). As a reaction SMILES: O[CH2:2][CH2:3][CH2:4][N:5]1[C:14](=O)[C:13]2[C:8](=[CH:9][CH:10]=[CH:11][CH:12]=2)[NH:7]C1=S.[C:17]([OH:20])(=O)C.[S:21](=O)(=O)(O)O.[OH2:26]>>[SH:21][CH2:2][CH2:3][CH2:4][N:5]1[C:14](=[O:26])[C:13]2[C:8](=[CH:9][CH:10]=[CH:11][CH:12]=2)[NH:7][C:17]1=[O:20]. Procedure details: In a second process variant 30 g of 3-(3-hydroxypropyl)-2-thioxo-2,3-dihydroquinazoline-4(1H)-one of Formula VI, wherein R1 and R2 are both H, and n is 2, is heated with a mixture of 30 ml glacial acetic acid and 12 ml concentrated sulfuric acid. After the addition of about 330 ml water, refluxing is continued for 15 hours. The product is worked up and purified as in the preceding process variant. The yield of almost TLC-pure crude product is 85%, with a M.P. of 165° C.-167° C. (1-propanol).